Dataset: the Open Reaction Database (ORD), a public repository of structured organic reaction records. Task: describe an organic reaction: reactants, conditions, products, and yield Starting materials: Compound 54, CN(C=O)C (dimethylformamide), ClC(C(O[C@@H]1[C@H](OC(C)=O)[C@@H](OC(C)=O)[C@H](OC(C)=O)[C@H](O1)CCl)=N)(Cl)Cl (O-(2,3,4-tri-O-acetyl-6-chloro-6-deoxy-α-D-glucopyranosyl) trichloroacetimidate), C(C)(=O)O.NN (hydrazine acetate). Product: ClC(C#N)(Cl)Cl (trichloroacetonitrile), amine, N12CCCCCC2=NCCC1 (1,8-diazabicyclo[5.4.0]undec-7-ene), ClC(C(O[C@@H]1[C@H](OC(C)=O)[C@@H](OC(C)=O)[C@H](OC(C)=O)[C@H](O1)CCl)=N)(Cl)Cl (O-(2,3,4-tri-O-acetyl-6-chloro-6-deoxy-α-D-glucopyranosyl) trichloroacetimidate). Reaction SMILES: [Cl:1][C:2]([Cl:27])([Cl:26])[C:3](=[NH:25])[O:4][C@H:5]1[O:22][C@H:21]([CH2:23][Cl:24])[C@@H:16]([O:17][C:18](=[O:20])[CH3:19])[C@H:11]([O:12][C:13](=[O:15])[CH3:14])[C@H:6]1[O:7][C:8](=[O:10])[CH3:9].[C:28](O)(=O)[CH3:29].[NH2:32]N.C[N:35]([CH3:38])C=O>>[Cl:1][C:2]([Cl:27])([Cl:26])[C:3]#[N:25].[N:32]12[CH2:29][CH2:28][CH2:38][N:35]=[C:5]1[CH2:6][CH2:11][CH2:16][CH2:21][CH2:23]2.[Cl:27][C:2]([Cl:1])([Cl:26])[C:3](=[NH:25])[O:4][C@H:5]1[O:22][C@H:21]([CH2:23][Cl:24])[C@@H:16]([O:17][C:18](=[O:20])[CH3:19])[C@H:11]([O:12][C:13](=[O:15])[CH3:14])[C@H:6]1[O:7][C:8](=[O:10])[CH3:9] |f:1.2|. Procedure: Compound 54 is then converted in two steps into O-(2,3,4-tri-O-acetyl-6-chloro-6-deoxy-α-D-glucopyranosyl) trichloroacetimidate (55). First, the anomeric acetate group of compound 54 is selectively removed by reaction with hydrazine acetate. Preferably, this reaction is conducted by contacting compound 54 with from about 1.1 to about 1.5 equivalents of hydrazine acetate (prepared by known procedures from hydrazine and acetic anhydride) at a temperature of from about 0° C. to about 20° C. for abo... The reactants are [OH-].[Na+] (sodium hydroxide), OC1=CC=C(CN2C=C(C(=C2)C2=CC=CC=C2)CCC(=O)OCC)C=C1 (ethyl 3-[1-(4-hydroxybenzyl)-4-phenyl-3-pyrrolyl]propionate), Cl.N1=CC(=CC=C1)CCl (3-picolyl chloride hydrochloride), C([O-])([O-])=O.[K+].[K+] (potassium carbonate). The solvent is C(C)O (ethanol), O1CCCC1 (tetrahydrofuran), CN(C=O)C (N,N-dimethylformamide), O (water). Reaction conditions: time 8 hour. The product is C1(=CC=CC=C1)C=1C(=CN(C1)CC1=CC=C(C=C1)OCC=1C=NC=CC1)CCC(=O)O (3-[4-phenyl-1-[4-(3-pyridylmethoxy)benzyl]-3-pyrrolyl]propionic acid). Isolated yield 47.7%. As a reaction SMILES: [OH:1][C:2]1[CH:26]=[CH:25][C:5]([CH2:6][N:7]2[CH:11]=[C:10]([C:12]3[CH:17]=[CH:16][CH:15]=[CH:14][CH:13]=3)[C:9]([CH2:18][CH2:19][C:20]([O:22]CC)=[O:21])=[CH:8]2)=[CH:4][CH:3]=1.Cl.[N:28]1[CH:33]=[CH:32][CH:31]=[C:30]([CH2:34]Cl)[CH:29]=1.C(=O)([O-])[O-].[K+].[K+].[OH-].[Na+]>C(O)C.O1CCCC1.O.CN(C)C=O>[C:12]1([C:10]2[C:9]([CH2:18][CH2:19][C:20]([OH:22])=[O:21])=[CH:8][N:7]([CH2:6][C:5]3[CH:4]=[CH:3][C:2]([O:1][CH2:34][C:30]4[CH:29]=[N:28][CH:33]=[CH:32][CH:31]=4)=[CH:26][CH:25]=3)[CH:11]=2)[CH:13]=[CH:14][CH:15]=[CH:16][CH:17]=1 |f:1.2,3.4.5,6.7|. Procedure: A mixture of ethyl 3-[1-(4-hydroxybenzyl)-4-phenyl-3-pyrrolyl]propionate (1.35 g), 3-picolyl chloride hydrochloride (0.76 g), potassium carbonate (0.85 g) and N,N-dimethylformamide (15 ml) was stirred at room temperature overnight. The reaction mixture was poured into water, which was extracted with ethyl acetate. The ethyl acetate layer was washed with saturated aqueous sodium chloride solution, dried (MgSO4), and then concentrated. The residue was subjected to silica gel column chromatography,... Reactants: CN(C)C=O, Cc1nc[nH]n1, O=C(c1ccc(F)cc1Cl)N1Cc2cccn2Cc2ccccc21, [H-], [H][H], [Na+]. Yields the product Cc1ncn(-c2ccc(C(=O)N3Cc4cccn4Cc4ccccc43)c(Cl)c2)n1. As a reaction SMILES: [CH3:35][N:36]([CH3:37])[CH:38]=[O:39].[CH3:3][c:4]1[n:5][nH:6][cH:7][n:8]1.[Cl:11][c:12]1[c:13]([C:19](=[O:20])[N:21]2[CH2:22][c:23]3[n:24]([cH:32][cH:33][cH:34]3)[CH2:25][c:26]3[c:27]2[cH:28][cH:29][cH:30][cH:31]3)[cH:14][cH:15][c:16]([F:18])[cH:17]1.[H-:1].[H:9][H:10].[Na+:2]>>[CH3:3][c:4]1[n:5][n:6](-[c:16]2[cH:15][cH:14][c:13]([C:19](=[O:20])[N:21]3[CH2:22][c:23]4[n:24]([cH:32][cH:33][cH:34]4)[CH2:25][c:26]4[c:27]3[cH:28][cH:29][cH:30][cH:31]4)[c:12]([Cl:11])[cH:17]2)[cH:7][n:8]1. Starting materials: COC(C1=CC(=C(C=C1)I)OC1=CC2=CC=CC=C2C=C1)=O (4-Iodo-3-(naphthalen-2-yloxy)-benzoic acid methyl ester), O (H2O), Cl (HCl), [Li+].[BH4-] (LiBH4). Solvent: C1CCOC1 (THF). Yields the product IC1=C(C=C(C=C1)CO)OC1=CC2=CC=CC=C2C=C1 ([4-Iodo-3-(naphthalen-2-yloxy)-phenyl]-methanol). RXN SMILES: C[O:2][C:3](=O)[C:4]1[CH:9]=[CH:8][C:7]([I:10])=[C:6]([O:11][C:12]2[CH:21]=[CH:20][C:19]3[C:14](=[CH:15][CH:16]=[CH:17][CH:18]=3)[CH:13]=2)[CH:5]=1.[Li+].[BH4-].O.Cl>C1COCC1>[I:10][C:7]1[CH:8]=[CH:9][C:4]([CH2:3][OH:2])=[CH:5][C:6]=1[O:11][C:12]1[CH:21]=[CH:20][C:19]2[C:14](=[CH:15][CH:16]=[CH:17][CH:18]=2)[CH:13]=1 |f:1.2|. Procedure details: 4-Iodo-3-(naphthalen-2-yloxy)-benzoic acid methyl ester (0.10 g, 0.25 mmol) dissolved in THF (2 mL) was treated with LiBH4 (2 M solution in THF) (0.247 mL, 0.495 mmol) and heated at reflux for 1.5 hr. The reaction mixture was cooled, added to H2O (50 mL)- concd HCl (4.3 mL), and extracted with EtOAc (3×30 mL). The organics were combined, washed with H2O, aq saturated NaHCO3 solution, brine, and dried (Na2SO4). Filtration and concentration to dryness gave the title compound which was used without... Starting materials: Ag2O, O.NN (hydrazine hydrate), C(C)(=O)OC[C@@H]1[C@H](C[C@@H](O1)N1C(N=C(C(=C1)C)N1N=CN=C1)=O)N=[N+]=[N-] (1-(5-O-Acetyl-3-azido-2,3-dideoxy-β-D-erythro-pentofuranosyl)-5-methyl-4-(1,2,4-triazol-1-yl)-2-(1H)-pyrimidinone). The solvent is CCO (EtOH), CC#N (CH3CN), N (NH3). The product is N(=[N+]=[N-])[C@H]1C[C@@H](O[C@@H]1CO)N1C(N=CC(=C1)C)=O (1-(3-Azido-2,3-dideoxy-β-D-erythro-pentofuranosyl)-5-methyl-2-(1H)-pyrimidinone). RXN SMILES: C([O:4][CH2:5][C@H:6]1[O:10][C@@H:9]([N:11]2[CH:16]=[C:15]([CH3:17])[C:14](N3C=NC=N3)=[N:13][C:12]2=[O:23])[CH2:8][C@@H:7]1[N:24]=[N+:25]=[N-:26])(=O)C.O.NN>CC#N.CCO.N>[N:24]([C@@H:7]1[C@@H:6]([CH2:5][OH:4])[O:10][C@@H:9]([N:11]2[CH:16]=[C:15]([CH3:17])[CH:14]=[N:13][C:12]2=[O:23])[CH2:8]1)=[N+:25]=[N-:26] |f:1.2|. Reported procedure: 1-(5-O-Acetyl-3-azido-2,3-dideoxy-β-D-erythro-pentofuranosyl)-5-methyl-4-(1,2,4-triazol-1-yl)-2-(1H)-pyrimidinone (0.5 g, 1.4 mMol) was dissolved in CH3CN (10 mL) and treated with 85% hydrazine hydrate (0.105 g, 2.1 mMol) for 30 minutes at ambient temperature, analogous to the procedure described in D. Cech and A. Holy, Coll. Czech. Chem. Comm. 42, 2246 (1977). The solvents were evaporated in vacuo and the residue chromatographed on silica gel with 9:1 CHCl3 /MeOH (v/v) as the eluting solvent. C... Starting materials: C(C)(=O)OCCC1=CC=C(C2=C(C=CC=C12)[N+](=O)[O-])S(=O)(=O)Cl (4-(2-acetoxy-ethyl)-8-nitro-naphthalene-1-sulfonyl chloride), ice, solution, N (ammonia), CO (methanol). Reaction conditions: time 4 day. The product is OCCC1=CC=C(C2=C(C=CC=C12)[N+](=O)[O-])S(=O)(=O)N (4-(2-hydroxy-ethyl)-8-nitro-naphthalene-1-sulfonamide). RXN SMILES: C([O:4][CH2:5][CH2:6][C:7]1[C:16]2[C:11](=[C:12]([N+:17]([O-:19])=[O:18])[CH:13]=[CH:14][CH:15]=2)[C:10]([S:20](Cl)(=[O:22])=[O:21])=[CH:9][CH:8]=1)(=O)C.[NH3:24].CO>>[OH:4][CH2:5][CH2:6][C:7]1[C:16]2[C:11](=[C:12]([N+:17]([O-:19])=[O:18])[CH:13]=[CH:14][CH:15]=2)[C:10]([S:20]([NH2:24])(=[O:22])=[O:21])=[CH:9][CH:8]=1. Reported procedure: Solid 4-(2-acetoxy-ethyl)-8-nitro-naphthalene-1-sulfonyl chloride (39.64 g, 111 mmol) was added to an ice-cold, 6.8 M solution of ammonia in methanol (408 mL, 277 mmol). The cooling bath was removed, the reaction flask was stoppered, and the reaction was stirred at room temperature. After 4 days, the dark amber solution was concentrated under vacuum to a dark gum. The residue was triturated vigorously shaken with water (300 mL) to give a solid which was washed with water (150 mL) then ether (150... The reactants are O=C([O-])[O-], C=CCBr, CCC(C)=O, Clc1ccc(CC2CCCN2)cc1, [K+], [K+]. Product: C=CCN1CCCC1Cc1ccc(Cl)cc1. RXN SMILES: [C:14](=[O:15])([O-:16])[O-:17].[CH2:20]([CH:21]=[CH2:22])[Br:23].[CH3:24][C:25]([CH2:26][CH3:27])=[O:28].[Cl:1][c:2]1[cH:3][cH:4][c:5]([CH2:6][CH:7]2[NH:8][CH2:9][CH2:10][CH2:11]2)[cH:12][cH:13]1.[K+:18].[K+:19]>>[Cl:1][c:2]1[cH:3][cH:4][c:5]([CH2:6][CH:7]2[N:8]([CH2:22][CH:21]=[CH2:20])[CH2:9][CH2:10][CH2:11]2)[cH:12][cH:13]1.